Dataset: the Open Reaction Database (ORD), a public repository of structured organic reaction records. Task: describe an organic reaction: reactants, conditions, products, and yield Reactants: [Al+3], C1CCOC1, CCOC(=O)c1c(C)ccnc1C, [H-], [H-], [H-], [H-], [Li+]. The product is Cc1ccnc(C)c1CO. Reaction SMILES: [Al+3:15].[CH2:20]1[O:21][CH2:22][CH2:23][CH2:24]1.[CH3:1][c:2]1[n:3][cH:4][cH:5][c:6]([CH3:13])[c:7]1[C:8](=[O:9])[O:10][CH2:11][CH3:12].[H-:14].[H-:17].[H-:18].[H-:19].[Li+:16]>>[CH3:1][c:2]1[n:3][cH:4][cH:5][c:6]([CH3:13])[c:7]1[CH2:8][OH:9]. Reactants: C(C)(C)(C)OC(N[C@@H]1C=2N([C@@H]([C@@H](C1)C1=CC=CC=C1)C)C(=CN2)CC(F)(F)F)=O (tert-butyl[(5R,6S,8S)-5-methyl-6-phenyl-3-(2,2,2-trifluoroethyl)-5,6,7,8-tetrahydroimidazo[1,2-a]pyridine-8-yl]carbamate), FC(C(=O)O)(F)F (trifluoroacetic acid), CN(C=O)C (N,N-dimethylformamide). Run in ClCCl (dichloromethane). Reaction conditions: time 90 minute. Product: hydrochloride salt, C[C@@H]1[C@@H](C[C@@H](C=2N1C(=CN2)CC(F)(F)F)N)C2=CC=CC=C2 ((5R,6S,8S)-5-Methyl-6-phenyl-3-(2,2,2-trifluoroethyl)-5,6,7,8-tetrahydroimidazo[1,2-a]pyridine-8-amine). The yield is 74.0%. Reaction SMILES: C(OC(=O)[NH:7][C@H:8]1[CH2:13][C@@H:12]([C:14]2[CH:19]=[CH:18][CH:17]=[CH:16][CH:15]=2)[C@@H:11]([CH3:20])[N:10]2[C:21]([CH2:24][C:25]([F:28])([F:27])[F:26])=[CH:22][N:23]=[C:9]12)(C)(C)C.FC(F)(F)C(O)=O.CN(C)C=O>ClCCl>[CH3:20][C@H:11]1[N:10]2[C:21]([CH2:24][C:25]([F:27])([F:26])[F:28])=[CH:22][N:23]=[C:9]2[C@@H:8]([NH2:7])[CH2:13][C@H:12]1[C:14]1[CH:19]=[CH:18][CH:17]=[CH:16][CH:15]=1. Reported procedure: To a solution of tert-butyl[(5R,6S,8S)-5-methyl-6-phenyl-3-(2,2,2-trifluoroethyl)-5,6,7,8-tetrahydroimidazo[1,2-a]pyridine-8-yl]carbamate (18.4 mg, 0.045 mmol) in dichloromethane (900 μL) was added trifluoroacetic acid (104 μL, 1.35 mmol). The mixture was stirred 90 min. N,N-dimethylformamide was added and the dichloromethane was removed under vacuum. The resulting mixture was purified by reverse phase chromatography (C-18, 95% water/acetonitrile→25% water/acetonitrile with 0.1% trifluoroacetic ...